This data is from the Open Reaction Database (ORD), a public repository of structured organic reaction records. The task is: describe an organic reaction: reactants, conditions, products, and yield Reactants: FC(C1=CC=2NC3=CC=CC=C3SC2C=C1)(F)F (2-Trifluoromethylphenothiazine), II (I2). Solvent: C(Cl)(Cl)Cl (CHCl3), C(Cl)(Cl)Cl (CHCl3). The product is [I-].FC(C1=CC2=NC3=CC=CC=C3[S+]=C2C=C1)(F)F (2-(Trifluoromethyl)phenothiazin-5-ium iodide). As a reaction SMILES: [F:1][C:2]([F:18])([F:17])[C:3]1[CH:16]=[CH:15][C:14]2[S:13][C:12]3[C:7](=[CH:8][CH:9]=[CH:10][CH:11]=3)[NH:6][C:5]=2[CH:4]=1.[I:19]I>C(Cl)(Cl)Cl>[I-:19].[F:18][C:2]([F:1])([F:17])[C:3]1[CH:16]=[CH:15][C:14]2[C:5](=[N:6][C:7]3[C:12]([S+:13]=2)=[CH:11][CH:10]=[CH:9][CH:8]=3)[CH:4]=1 |f:3.4|. Procedure details: Commercially available 2-Trifluoromethylphenothiazine (1.14 g, 4.28 mmol) was dissolved in CHCl3 (20 mL) and a solution of I2 (3.25 g, 12.84 mmol) in CHCl3 (120 mL) was added. The mixture was warmed at 55° C. to 60° C. until the SM was consumed (by TLC). The reaction mixture was allowed to cool to RT and the solvent was evaporated. The residue was stirred in Et2O, filtered off and washed with Et2O until the filtrate was colorless. The intermediate was used without further purification. Starting materials: N1(C(OC(C)(C)C)=O)CCNCC1, c1(n2c(c3c(n1)n(cc3)C[C@H](OS(=O)(=O)C)C)nc(c1ccco1)n2)N. The reagents and catalysts are c1ccc(cc1)-c2c3ccccc3cc4ccccc24 (9-Phenylanthracene), CCC(C)(C)[O-].[Na+]   (NaOtPn). The solvent is CC(=O)C  (Acetone). Run at temperature 50 celsius, time 18 hour. Yields the product C[C@H](Cn1ccc2c1nc(N)n3nc(nc23)c4occc4)N5CCN(CC5)C(=O)OC(C)(C)C. As a reaction SMILES: [CH3:1][C:2]([O:5][C:6]([N:8]1[CH2:13][CH2:12][NH:11][CH2:10][CH2:9]1)=[O:7])([CH3:4])[CH3:3].[CH3:14][C@@H:15](OS(C)(=O)=O)[CH2:16][n:17]1[c:21]2[c:20]([c:29]([n:25]3[c:23]([NH2:24])[n:22]2)[n:28][c:27]([c:30]4[cH:34][cH:33][cH:32][o:31]4)[n:26]3)[cH:19][cH:18]1>>[CH3:14][C@@H:15]([N:11]1[CH2:12][CH2:13][N:8]([C:6]([O:5][C:2]([CH3:4])([CH3:3])[CH3:1])=[O:7])[CH2:9][CH2:10]1)[CH2:16][n:17]2[c:21]3[c:20]([c:29]([n:25]4[c:23]([NH2:24])[n:22]3)[n:28][c:27]([c:30]5[cH:34][cH:33][cH:32][o:31]5)[n:26]4)[cH:19][cH:18]2. Product: BrC=1C(=C(C=C(C1)CCl)C(C)=O)O (1-(3-Bromo-5-chloromethyl-2-hydroxy-phenyl)-ethanone). RXN SMILES: [Br:1]N1C(=O)CCC1=O.[Cl:9][CH2:10][C:11]1[CH:12]=[CH:13][C:14]([OH:20])=[C:15]([C:17](=[O:19])[CH3:18])[CH:16]=1>CN(C=O)C>[Br:1][C:13]1[C:14]([OH:20])=[C:15]([C:17](=[O:19])[CH3:18])[CH:16]=[C:11]([CH2:10][Cl:9])[CH:12]=1. Procedure: A solution of N-bromosuccinimide (10 mmol) in 8 mL of DMF is added dropwise to a solution of 1-(5-chloromethyl-2-hydroxy-phenyl)-ethanone 211 (10 mmol) in 20 mL DMF and the resulting mixture is stirred for 12-18 h. The solvent is evaporated under reduced pressure and the residue is diluted with water resulting in the formation of a solid. The solid is isolated and recrystallized from ethanol to yield 1-(3-Bromo-5-chloromethyl-2-hydroxy-phenyl)-ethanone 212. Reactants: BrN1C(CCC1=O)=O (N-bromosuccinimide), ClCC=1C=CC(=C(C1)C(C)=O)O (1-(5-chloromethyl-2-hydroxy-phenyl)-ethanone). Run in CN(C)C=O (DMF), CN(C)C=O (DMF). Reaction conditions: time 15 hour.